Task: describe an organic reaction: reactants, conditions, products, and yield. Dataset: the Open Reaction Database (ORD), a public repository of structured organic reaction records Reactants: NCCC1=NN=C2N1C1=C(C(=NC2)C2=C(C=CC=C2)Cl)C=C(C=C1)Cl (1-(2-aminoethyl)-8-chloro-6-(o-chlorophenyl)-4H-s-triazolo[4,3-a][1,4]benzodiazepine), C=O (formaldehyde), C(CN)N (ethylenediamine), C(#N)[BH3-].[Na+] (sodium cyanoborohydride). The solvent is C(C)#N (acetonitrile), C(C)(=O)O (acetic acid). Yields the product CN(CCC1=NN=C2N1C1=C(C(=NC2)C2=C(C=CC=C2)Cl)C=C(C=C1)Cl)C (1-[2-(dimethylamino)ethyl]-8-chloro-6-(o-chlorophenyl)-4H-s-triazolo[4,3-a][1,4]benzodiazepine). RXN SMILES: N[CH2:2][CH2:3][C:4]1[N:8]2[C:9]3[CH:24]=[CH:23][C:22]([Cl:25])=[CH:21][C:10]=3[C:11]([C:14]3[CH:19]=[CH:18][CH:17]=[CH:16][C:15]=3[Cl:20])=[N:12][CH2:13][C:7]2=[N:6][N:5]=1.C=O.[C:28]([BH3-])#[N:29].[Na+].[CH2:32](N)CN>C(#N)C.C(O)(=O)C>[CH3:32][N:29]([CH3:28])[CH2:2][CH2:3][C:4]1[N:8]2[C:9]3[CH:24]=[CH:23][C:22]([Cl:25])=[CH:21][C:10]=3[C:11]([C:14]3[CH:19]=[CH:18][CH:17]=[CH:16][C:15]=3[Cl:20])=[N:12][CH2:13][C:7]2=[N:6][N:5]=1 |f:2.3|. Procedure details: In the manner given in Example 22, a mixture of 1-(2-aminoethyl)-8-chloro-6-(o-chlorophenyl)-4H-s-triazolo[4,3-a][1,4]benzodiazepine, 37% aqueous formaldehyde and acetic acid in acetonitrile is treated with sodium cyanoborohydride and the resulting boron complex is warmed with aqueous ethylenediamine to give 1-[2-(dimethylamino)ethyl]-8-chloro-6-(o-chlorophenyl)-4H-s-triazolo[4,3-a][1,4]benzodiazepine.